Dataset: the Open Reaction Database (ORD), a public repository of structured organic reaction records. Task: describe an organic reaction: reactants, conditions, products, and yield Reactants: ClC=1C(=C(C=CC1)C1NCC(C1(C#N)C1=C(C=C(C=C1)Cl)F)CC(C)(C)C)F (rac (2S,3S,4S)-2-(3-chloro-2-fluoro-phenyl)-3-(4-chloro-2-fluoro-phenyl)-4-(2,2-dimethyl-propyl)-pyrrolidine-3-carbonitrile), C([O-])([O-])=O.[K+].[K+] (potassium carbonate), C(C)(=O)OCC (ethyl acetate). Run in CN(C)C=O (DMF). Reaction conditions: time 21 hour. Yields the product C(C)OC(CN1[C@@H]([C@@]([C@@H](C1)CC(C)(C)C)(C#N)C1=C(C=C(C=C1)Cl)F)C1=C(C(=CC=C1)Cl)F)=O (rac [(2S,3S,4S)-2-(3-chloro-2-fluoro-phenyl)-3-(4-chloro-2-fluoro-phenyl)-3-cyano-4-(2,2-dimethyl-propyl)-pyrrolidin-1-yl]-acetic acid ethyl ester). Yield: 44.2%. As a reaction SMILES: [Cl:1][C:2]1[C:3]([F:28])=[C:4]([CH:8]2[C:12]([C:15]3[CH:20]=[CH:19][C:18]([Cl:21])=[CH:17][C:16]=3[F:22])([C:13]#[N:14])[CH:11]([CH2:23][C:24]([CH3:27])([CH3:26])[CH3:25])[CH2:10][NH:9]2)[CH:5]=[CH:6][CH:7]=1.C(=O)([O-])[O-].[K+].[K+].[C:35]([O:38][CH2:39][CH3:40])(=[O:37])[CH3:36]>CN(C=O)C>[CH2:39]([O:38][C:35](=[O:37])[CH2:36][N:9]1[CH2:10][C@@H:11]([CH2:23][C:24]([CH3:25])([CH3:27])[CH3:26])[C@@:12]([C:15]2[CH:20]=[CH:19][C:18]([Cl:21])=[CH:17][C:16]=2[F:22])([C:13]#[N:14])[C@H:8]1[C:4]1[CH:5]=[CH:6][CH:7]=[C:2]([Cl:1])[C:3]=1[F:28])[CH3:40] |f:1.2.3|. Reported procedure: To a solution of rac (2S,3S,4S)-2-(3-chloro-2-fluoro-phenyl)-3-(4-chloro-2-fluoro-phenyl)-4-(2,2-dimethyl-propyl)-pyrrolidine-3-carbonitrile (42.1 mg, 0.10 mmol) in DMF (3 mL) was added potassium carbonate (43.3 mg, 0.313 mmol) and the reaction mixture was stirred at rt under argon for 21 hrs. The reaction mixture was diluted with ethyl acetate and washed with water (2×) and brine. The organic phase was separated, filtered and dried over Na2SO4. The mixture was then concentrated and purified by ... Procedure details: Glycinamide (10.08 g) and 5-chloro-2-methylphenyl-isothiocyanate (23 g) were heated at reflux in chloroform (300 mL) for 30 minutes. The mixture was then stirred at ambient temperature for 3 hours. The precipitated solid was collected by filtration, washed with chloroform and air dried to give 2-[3-(5-chloro-2-methylphenyl)-thioureido]-acetamide (28.5 g), m.p. 162°-1640° C. Mass spectrum (EI, M.+) m/z 257/259. 1H-NMR (DMSO-d6 ; 400 MHz) δ9.46 (s, 1 H), 7.83 (s, 1 H), 7.51 (d, 2 H), 7.24 (d, 1 H)... Run in C(Cl)(Cl)Cl (chloroform). Reactants: NCC(=O)N (Glycinamide), ClC=1C=CC(=C(C1)N=C=S)C (5-chloro-2-methylphenyl-isothiocyanate). Yield: 88.3%. RXN SMILES: [NH2:1][CH2:2][C:3]([NH2:5])=[O:4].[Cl:6][C:7]1[CH:8]=[CH:9][C:10]([CH3:16])=[C:11]([N:13]=[C:14]=[S:15])[CH:12]=1>C(Cl)(Cl)Cl>[Cl:6][C:7]1[CH:8]=[CH:9][C:10]([CH3:16])=[C:11]([NH:13][C:14](=[S:15])[NH:1][CH2:2][C:3]([NH2:5])=[O:4])[CH:12]=1. The product is ClC=1C=CC(=C(C1)NC(NCC(=O)N)=S)C (2-[3-(5-chloro-2-methylphenyl)-thioureido]-acetamide). Reaction conditions: time 3 hour. Starting materials: NC=1C=C(C(=O)O)C=C(C1NC1=CC=CC=C1)S(N)(=O)=O (3-amino-4-anilino-5-sulphamyl-benzoic acid), NC=1C=C(C(=O)O)C=C(C1NC1=CC=CC=C1)S(NC1=CC=CC=C1)(=O)=O (3-amino-4-anilino-5-phenylsulphamyl-benzoic acid), C(C1=CC=CC=C1)Br (benzyl bromide). Yields the product C(C)OC(C1=CC(=C(C(=C1)S(NC1=CC=CC=C1)(=O)=O)NC1=CC=CC=C1)NCC1=CC=CC=C1)=O (ethyl-4-anilino-3-benzylamino-5-phenylsulphamyl-benzoate). Reaction SMILES: N[C:2]1[CH:3]=[C:4]([CH:8]=[C:9](S(=O)(=O)N)[C:10]=1NC1C=CC=CC=1)[C:5](O)=O.[NH2:22][C:23]1[CH:24]=[C:25]([CH:29]=[C:30]([S:39](=[O:48])(=[O:47])[NH:40][C:41]2[CH:46]=[CH:45][CH:44]=[CH:43][CH:42]=2)[C:31]=1[NH:32][C:33]1[CH:38]=[CH:37][CH:36]=[CH:35][CH:34]=1)[C:26]([OH:28])=[O:27].[CH2:49](Br)[C:50]1C=CC=CC=1>>[CH2:49]([O:27][C:26](=[O:28])[C:25]1[CH:29]=[C:30]([S:39](=[O:48])(=[O:47])[NH:40][C:41]2[CH:46]=[CH:45][CH:44]=[CH:43][CH:42]=2)[C:31]([NH:32][C:33]2[CH:34]=[CH:35][CH:36]=[CH:37][CH:38]=2)=[C:23]([NH:22][CH2:5][C:4]2[CH:8]=[CH:9][CH:10]=[CH:2][CH:3]=2)[CH:24]=1)[CH3:50]. Procedure: By replacing, in Example 52 A, 3-amino-4-anilino-5-sulphamyl-benzoic acid (2 g) by 3-amino-4-anilino-5-phenylsulphamyl-benzoic acid (4.4 g) and increasing the amount of benzyl bromide to 3.9 g, ethyl-4-anilino-3-benzylamino-5-phenylsulphamyl-benzoate was obtained with a melting point of 166°-167°C.